Dataset: the Open Reaction Database (ORD), a public repository of structured organic reaction records. Task: describe an organic reaction: reactants, conditions, products, and yield The reactants are C(C)(=O)OCC (ethyl acetate), O (water), ClC1=NC(=NC=C1I)NC1=CC=C(C#N)C=C1 (4-((4-chloro-5-iodopyrimidin-2-yl)amino)benzonitrile), C(CCC#C)N1C(C=2C(C1=O)=CC=CC2)=O (N-(4-pentynyl)phthalimide). Reagents/catalysts: [Cu]I (copper(I) iodide), Cl[Pd]([P](C1=CC=CC=C1)(C2=CC=CC=C2)C3=CC=CC=C3)([P](C4=CC=CC=C4)(C5=CC=CC=C5)C6=CC=CC=C6)Cl (bis(triphenylphosphine)palladium(II) dichloride). The solvent is CN(C=O)C (N,N-dimethylformamide), C(C)N(CC)CC (triethylamine). Conditions: time 8 hour. The product is ClC1=NC(=NC=C1C#CCCCN1C(C2=CC=CC=C2C1=O)=O)NC1=CC=C(C#N)C=C1 (4-((4-chloro-5-(5-(1,3-dioxoisoindolin-2-yl)-1-pentyn-1-yl)pyrimidin-2-yl)amino)benzonitrile). The yield is 67.0%. Reaction SMILES: [Cl:1][C:2]1[C:7](I)=[CH:6][N:5]=[C:4]([NH:9][C:10]2[CH:17]=[CH:16][C:13]([C:14]#[N:15])=[CH:12][CH:11]=2)[N:3]=1.[CH2:18]([N:23]1[C:27](=[O:28])[C:26]2=[CH:29][CH:30]=[CH:31][CH:32]=[C:25]2[C:24]1=[O:33])[CH2:19][CH2:20][C:21]#[CH:22].C(OCC)(=O)C.O>CN(C)C=O.C(N(CC)CC)C.[Cu]I.Cl[Pd](Cl)([P](C1C=CC=CC=1)(C1C=CC=CC=1)C1C=CC=CC=1)[P](C1C=CC=CC=1)(C1C=CC=CC=1)C1C=CC=CC=1>[Cl:1][C:2]1[C:7]([C:22]#[C:21][CH2:20][CH2:19][CH2:18][N:23]2[C:24](=[O:33])[C:25]3[C:26](=[CH:29][CH:30]=[CH:31][CH:32]=3)[C:27]2=[O:28])=[CH:6][N:5]=[C:4]([NH:9][C:10]2[CH:17]=[CH:16][C:13]([C:14]#[N:15])=[CH:12][CH:11]=2)[N:3]=1 |^1:57,76|. Procedure: To a solution of 4-((4-chloro-5-iodopyrimidin-2-yl)amino)benzonitrile (J12, 53 mg) and N-(4-pentynyl)phthalimide (47 mg) in N,N-dimethylformamide (1 mL), triethylamine (103 μL), copper(I) iodide (14 mg), and bis(triphenylphosphine)palladium(II) dichloride (10 mg) were added at room temperature, and the mixture was stirred overnight at the same temperature. To the reaction mixture, ethyl acetate and water were added. The organic layer was separated, washed successively with water and saturated aq...